Dataset: the Open Reaction Database (ORD), a public repository of structured organic reaction records. Task: describe an organic reaction: reactants, conditions, products, and yield Starting materials: N#CC(C#N)=C(C#N)C#N, CN(C)C=O, c1ccc(N2CCCC2)cc1. RXN SMILES: [C:12](#[N:13])[C:14](=[C:15]([C:16]#[N:17])[C:18]#[N:19])[C:20]#[N:21].[CH3:22][N:23]([CH3:24])[CH:25]=[O:26].[c:1]1([N:7]2[CH2:8][CH2:9][CH2:10][CH2:11]2)[cH:2][cH:3][cH:4][cH:5][cH:6]1>>[c:1]1([N:7]2[CH2:8][CH2:9][CH2:10][CH2:11]2)[cH:2][cH:3][c:4]([C:15](=[C:14]([C:12]#[N:13])[C:20]#[N:21])[C:16]#[N:17])[cH:5][cH:6]1. Product: N#CC(C#N)=C(C#N)c1ccc(N2CCCC2)cc1. Starting materials: CN1C(=NC=C1)S (1-Methyl-2-mercapto imidazole), 2-bromo ethyl propionate, ClCC1=CC=C(C=C1)C1=CC=CC=C1 (4-chloromethylbiphenyl), C(C)OC(C(C)(C)S(=O)(=O)C=1N(C=CN1)C)=O (2-methyl-(1-methyl-1H-imidazolesulfonyl)-propionic acid ethyl ester). The product is C(C)OC(C(CC1=CC=C(C=C1)C1=CC=CC=C1)(S(=O)(=O)C=1N(C=CN1)C)C)=O (3-Biphenyl-4-yl-2-methyl-2-(1-methyl-1H-imidazole-2-sulfonyl)-propionic acid ethyl ester). As a reaction SMILES: [CH2:1]([O:3][C:4](=[O:17])[C:5]([S:8]([C:11]1[N:12]([CH3:16])[CH:13]=[CH:14][N:15]=1)(=[O:10])=[O:9])([CH3:7])[CH3:6])[CH3:2].CN1C=CN=C1S.ClC[C:27]1[CH:32]=[CH:31][C:30]([C:33]2[CH:38]=[CH:37][CH:36]=[CH:35][CH:34]=2)=[CH:29][CH:28]=1>>[CH2:1]([O:3][C:4](=[O:17])[C:5]([CH3:7])([S:8]([C:11]1[N:12]([CH3:16])[CH:13]=[CH:14][N:15]=1)(=[O:10])=[O:9])[CH2:6][C:36]1[CH:37]=[CH:38][C:33]([C:30]2[CH:31]=[CH:32][CH:27]=[CH:28][CH:29]=2)=[CH:34][CH:35]=1)[CH3:2]. Procedure details: 3-Biphenyl-4-yl-2-methyl-2-(1-methyl-1H-imidazole-2-sulfonyl)-propionic acid ethyl ester was prepared according to the general method as outlined in example 9. Starting from 2-methyl-(1-methyl-1H-imidazolesulfonyl)-propionic acid ethyl ester Prepared from (1-Methyl-2-mercapto imidazole and 2-bromo ethyl propionate) (3.0g, 12.2 mmol) and 4-chloromethylbiphenyl (2.97g, 15 mmol). Yield 5.0 g (99%); low melting solid; MS 413 (M+H)+. The reactants are ClC1=CC=C(C=C1)S(=O)(=O)N[C@H]1[C@H](CCCC1)C(=O)N ((1S,2R)-2-(4-chlorobenzenesulfonylamino)-cyclohexanecarboxylic acid amide), BrCC1=CC=C(C(=O)OC)C=C1 (methyl 4-(bromomethyl)benzoate), C([O-])([O-])=O.[Cs+].[Cs+] (cesium carbonate). The solvent is C(C)#N (acetonitrile). Conditions: time 18 hour. Yields the product COC(C1=CC=C(C=C1)CN(S(=O)(=O)C1=CC=C(C=C1)Cl)[C@H]1[C@H](CCCC1)C(N)=O)=O (4-[[(1R,2S)-(2-carbamoyl-cyclohexyl)-(4-chlorobenzenesulfonyl)-amino]-methyl]-benzoic acid methyl ester). The yield is 21.6%. Reaction SMILES: [Cl:1][C:2]1[CH:7]=[CH:6][C:5]([S:8]([NH:11][C@@H:12]2[CH2:17][CH2:16][CH2:15][CH2:14][C@@H:13]2[C:18]([NH2:20])=[O:19])(=[O:10])=[O:9])=[CH:4][CH:3]=1.Br[CH2:22][C:23]1[CH:32]=[CH:31][C:26]([C:27]([O:29][CH3:30])=[O:28])=[CH:25][CH:24]=1.C(=O)([O-])[O-].[Cs+].[Cs+]>C(#N)C>[CH3:30][O:29][C:27](=[O:28])[C:26]1[CH:31]=[CH:32][C:23]([CH2:22][N:11]([C@@H:12]2[CH2:17][CH2:16][CH2:15][CH2:14][C@@H:13]2[C:18](=[O:19])[NH2:20])[S:8]([C:5]2[CH:6]=[CH:7][C:2]([Cl:1])=[CH:3][CH:4]=2)(=[O:9])=[O:10])=[CH:24][CH:25]=1 |f:2.3.4|. Procedure: A mixture of (1S,2R)-2-(4-chlorobenzenesulfonylamino)-cyclohexanecarboxylic acid amide (670 mg, 2.12 mmol), methyl 4-(bromomethyl)benzoate (534 mg, 2.33 mmol), cesium carbonate (1.04 g, 3.18 mmol) and acetonitrile (20 mL) was stirred vigorously at room temperature for 18 h. The crude mixture was filtered through celite and concentrated in vacuo. The product was purified by silica gel column chromatography (methanol/chloroform, 0.25%) to afford 213 mg (22% yield) of 4-[[(1R,2S)-(2-carbamoyl-cyclo... Starting materials: [Na].C(CC(=O)C(=O)OCC)(=O)OCC (Diethyl Oxalacetate sodium salt), Cl.NN (hydrazine monohydrochloride). The solvent is O (water), Cl (HCl), C(C)O (ethanol). Run at temperature 80 celsius. Yields the product C(C)OC(=O)C=1NN=C(C1)O (5-Hydroxy-2H-pyrazole-3-carboxylic acid ethyl ester). As a reaction SMILES: [Na].[C:2]([O:12][CH2:13][CH3:14])(=[O:11])[CH2:3][C:4]([C:6](OCC)=[O:7])=O.Cl.[NH2:16][NH2:17]>C(O)C.O.Cl>[CH2:13]([O:12][C:2]([C:3]1[NH:16][N:17]=[C:6]([OH:7])[CH:4]=1)=[O:11])[CH3:14] |f:0.1,2.3,^1:0|. Procedure: To a solution of 5 g Diethyl Oxalacetate sodium salt in 100 ml ethanol, 1.5 g hydrazine monohydrochloride were added and the reaction mixture was heated to 80° C. for 3 h. Then the solution was diluted with 100 ml of water containing 3 ml of halfconcentrated HCl and extracted with DCM (3×100 ml). The combined organic layers were dried over MgSO4, filtered and concentrated under reduced pressure. The crude product was subjected to the next reaction step without further purification; Yield: 3.4 g